Dataset: the Open Reaction Database (ORD), a public repository of structured organic reaction records. Task: describe an organic reaction: reactants, conditions, products, and yield The reactants are ClC1=C(N)C(=C(C(=C1Cl)C)Cl)Cl (2,3,5,6-tetrachloro-4-methylaniline), C1(=CC=CC=C1)O (phenol), [H][H] (hydrogen), Cl (hydrochloric acid). The reagents and catalysts are [Pd] (palladium/charcoal), [Ta] (tantalum). The solvent is O (water), C1(=CC=CC=C1)C (toluene). Product: ClC=1C=C(N)C=C(C1C)Cl (3,5-dichloro-4-methylaniline). Yield: 98.0%. RXN SMILES: Cl[C:2]1[C:8]([Cl:9])=[C:7]([CH3:10])[C:6]([Cl:11])=[C:5](Cl)[C:3]=1[NH2:4].C1(O)C=CC=CC=1.[H][H].Cl>[Pd].O.C1(C)C=CC=CC=1.[Ta]>[Cl:9][C:8]1[CH:2]=[C:3]([CH:5]=[C:6]([Cl:11])[C:7]=1[CH3:10])[NH2:4]. Reported procedure: 61.5 parts of 2,3,5,6-tetrachloro-4-methylaniline, 180 parts of phenol and 15 parts of a 1% strength palladium/charcoal catalyst are reacted with hydrogen under a maximum pressure of 50 bar at 180° C. in a tantalum autoclave, in the presence of a small amount of hydrochloric acid, in the course of 5 hours, while stirring. After the pressurized vessel has been cooled and the pressure released, the mixture is diluted with 300 parts of water and 200 parts of toluene, rendered alkaline, heated to 90... Yields the product C[Si](C)(C)C#Cc1cncc(N)c1. As a reaction SMILES: [Br:1][c:2]1[cH:3][c:4]([NH2:8])[cH:5][n:6][cH:7]1.[C:9](#[CH:10])[Si:11]([CH3:12])([CH3:13])[CH3:14].[Cu:56][I:57].[Pd:15]([Cl:16])[Cl:17].[c:18]1([P:19]([c:20]2[cH:21][cH:22][cH:23][cH:24][cH:25]2)[c:26]2[cH:27][cH:28][cH:29][cH:30][cH:31]2)[cH:32][cH:33][cH:34][cH:35][cH:36]1.[c:37]1([P:38]([c:39]2[cH:40][cH:41][cH:42][cH:43][cH:44]2)[c:45]2[cH:46][cH:47][cH:48][cH:49][cH:50]2)[cH:51][cH:52][cH:53][cH:54][cH:55]1>>[c:2]1([C:10]#[C:9][Si:11]([CH3:12])([CH3:13])[CH3:14])[cH:3][c:4]([NH2:8])[cH:5][n:6][cH:7]1. Reactants: Nc1cncc(Br)c1, C#C[Si](C)(C)C, [Cu]I, Cl[Pd]Cl, c1ccc(P(c2ccccc2)c2ccccc2)cc1, c1ccc(P(c2ccccc2)c2ccccc2)cc1.